From a dataset of the Open Reaction Database (ORD), a public repository of structured organic reaction records. describe an organic reaction: reactants, conditions, products, and yield Starting materials: Cl (hydrochloric acid), C(C)(C)(C)OC(=O)NC1=NC=CC(=C1)CSC1=NC=CC=C1C(=O)NC1=CC(=CC(=C1)C)C (2-(2-tert-butoxycarbonylaminopyridin-4-ylmethylthio)-N-(3,5-dimethylphenyl)pyridine-3-carboxamide), C(C)O (Ethanol). The solvent is O1CCOCC1 (1,4-dioxane), O1CCOCC1 (1,4-dioxane). The product is Cl.NC1=NC=CC(=C1)CSC1=NC=CC=C1C(=O)NC1=CC(=CC(=C1)C)C (2-(2-Aminopyridin-4-ylmethylthio)-N-(3,5-dimethylphenyl)pyridine-3-carboxamide monohydrochloride). Yield: 88.0%. As a reaction SMILES: [ClH:1].C(OC([NH:9][C:10]1[CH:15]=[C:14]([CH2:16][S:17][C:18]2[C:23]([C:24]([NH:26][C:27]3[CH:32]=[C:31]([CH3:33])[CH:30]=[C:29]([CH3:34])[CH:28]=3)=[O:25])=[CH:22][CH:21]=[CH:20][N:19]=2)[CH:13]=[CH:12][N:11]=1)=O)(C)(C)C.C(O)C>O1CCOCC1>[ClH:1].[NH2:9][C:10]1[CH:15]=[C:14]([CH2:16][S:17][C:18]2[C:23]([C:24]([NH:26][C:27]3[CH:32]=[C:31]([CH3:33])[CH:30]=[C:29]([CH3:34])[CH:28]=3)=[O:25])=[CH:22][CH:21]=[CH:20][N:19]=2)[CH:13]=[CH:12][N:11]=1 |f:4.5|. Reported procedure: A solution of 4 N hydrochloric acid in 1,4-dioxane (5.0 mL) was added to a solution of 2-(2-tert-butoxycarbonylaminopyridin-4-ylmethylthio)-N-(3,5-dimethylphenyl)pyridine-3-carboxamide (Compound No. 2-1, 420 mg, 0.90 mmol) in 1,4-dioxane (5.0 mL) at room temperature, and the mixture was stirred for 12 hours. Ethanol (6.0 mL) was added to the reaction mixture, and the precipitated solid was filtered off. The solid was dried under reduced pressure at 60° C. to give 320 mg of the target compound as... The reactants are O=C([O-])[O-], CN1CCNCC1, CNc1cc(Cl)c(Cl)cc1[N+](=O)[O-], [K+], [K+], CN(C)C=O. Yields the product CNc1cc(N2CCN(C)CC2)c(Cl)cc1[N+](=O)[O-]. RXN SMILES: [C:21](=[O:22])([O-:23])[O-:24].[CH3:1][N:2]1[CH2:3][CH2:4][NH:5][CH2:6][CH2:7]1.[Cl:8][c:9]1[cH:10][c:11]([N+:18](=[O:19])[O-:20])[c:12]([NH:13][CH3:14])[cH:15][c:16]1[Cl:17].[K+:25].[K+:26].[O:27]=[CH:28][N:29]([CH3:30])[CH3:31]>>[CH3:1][N:2]1[CH2:3][CH2:4][N:5]([c:16]2[c:9]([Cl:8])[cH:10][c:11]([N+:18](=[O:19])[O-:20])[c:12]([NH:13][CH3:14])[cH:15]2)[CH2:6][CH2:7]1. The reactants are NC([C@H](CC1=CC=C(C=C1)I)NC(=O)C1(CCOCC1)NC(OC(C)(C)C)=O)=O ((S)-tert-Butyl 4-(1-amino-3-(4-iodophenyl)-1-oxopropan-2-ylcarbamoyl)tetrahydro-2H-pyran-4-ylcarbamate), CC[N+](CC)(CC)S(=O)(=O)N=C([O-])OC (Burgess' reagent). Solvent: ClCCl (dichloromethane). Conditions: time 2 day. Product: C(#N)[C@H](CC1=CC=C(C=C1)I)NC(=O)C1(CCOCC1)NC(OC(C)(C)C)=O ((S)-tert-Butyl 4-(1-cyano-2-(4-iodophenyl)ethylcarbamoyl)tetrahydro-2H-pyran-4-ylcarbamate). Isolated yield 68.3%. Reaction SMILES: [NH2:1][C:2](=O)[C@@H:3]([NH:12][C:13]([C:15]1([NH:21][C:22](=[O:28])[O:23][C:24]([CH3:27])([CH3:26])[CH3:25])[CH2:20][CH2:19][O:18][CH2:17][CH2:16]1)=[O:14])[CH2:4][C:5]1[CH:10]=[CH:9][C:8]([I:11])=[CH:7][CH:6]=1.CC[N+](S(N=C(OC)[O-])(=O)=O)(CC)CC>ClCCl>[C:2]([C@@H:3]([NH:12][C:13]([C:15]1([NH:21][C:22](=[O:28])[O:23][C:24]([CH3:26])([CH3:25])[CH3:27])[CH2:20][CH2:19][O:18][CH2:17][CH2:16]1)=[O:14])[CH2:4][C:5]1[CH:10]=[CH:9][C:8]([I:11])=[CH:7][CH:6]=1)#[N:1]. Procedure: (S)-tert-Butyl 4-(1-amino-3-(4-iodophenyl)-1-oxopropan-2-ylcarbamoyl)tetrahydro-2H-pyran-4-ylcarbamate (Example 1, step (iii), 0.610 g) in dichloromethane (15 mL) was treated with Burgess' reagent (0.365 g) and the mixture was stirred at room temperature for 2 days. The reaction mixture was absorbed onto silica and purified by chromatography on silica eluting with 25% ethyl acetate in isohexane, then 50% ethyl acetate in isohexane to afford the sub-titled compounds (0.402 g) as white crystals. The solvent is O1CCOCC1 (dioxane), O (water). The reactants are C(C)(C)(C)OC([C@@H](N)CC1=CC=C(C=C1)O)=O (tyrosine t-butyl ester), C(=O)(OCC1C2=CC=CC=C2C2=CC=CC=C12)ON1C(=O)CCC1=O (FMOC-OSu). Product: C(C)(C)(C)OC([C@H](CC1=CC=C(C=C1)O)NC(=O)OCC1C2=CC=CC=C2C=2C=CC=CC12)=O ((S)-2-(9H-Fluoren-9-ylmethoxycarbonylamino)-3-(4-hydroxyphenyl)-propionic acid tert-butyl ester). Reaction SMILES: [C:1]([O:5][C:6](=[O:17])[C@H:7]([CH2:9][C:10]1[CH:15]=[CH:14][C:13]([OH:16])=[CH:12][CH:11]=1)[NH2:8])([CH3:4])([CH3:3])[CH3:2].[C:18](ON1C(=O)CCC1=O)([O:20][CH2:21][CH:22]1[C:34]2[C:29](=[CH:30][CH:31]=[CH:32][CH:33]=2)[C:28]2[C:23]1=[CH:24][CH:25]=[CH:26][CH:27]=2)=[O:19]>O1CCOCC1.O>[C:1]([O:5][C:6](=[O:17])[C@@H:7]([NH:8][C:18]([O:20][CH2:21][CH:22]1[C:23]2[CH:24]=[CH:25][CH:26]=[CH:27][C:28]=2[C:29]2[C:34]1=[CH:33][CH:32]=[CH:31][CH:30]=2)=[O:19])[CH2:9][C:10]1[CH:15]=[CH:14][C:13]([OH:16])=[CH:12][CH:11]=1)([CH3:4])([CH3:2])[CH3:3]. Procedure: A solution of -tyrosine t-butyl ester (Bachem, 20.0 g, 84.3 mmol) and FMOC-OSu (Bachem, 24.68 g, 71.2 mmol) was dissolved in 400 mL of dioxane and 400 mL of water. The pH of the resulting solution was adjusted to pH=9 and the solution stirred overnight at room temperature. The reaction mixture was concentrated to ½ volume and treated with concentrated HCl until the pH=5. The resulting solution was extracted with ethyl acetate (5×150 mL), the combined organic extracts were dried with MgSO4 and co... Yield: 87.1%. Run at time 8 hour. Reactants: [2,4,5-cis]-2-methyl-4-phenyl-1,3-dioxan-cis-5-yl, C(C=CCCCC)(=O)O (heptenoic acid), [H][H] (hydrogen). The reagents and catalysts are [Pd] (palladium on charcoal). Run in C(C)O (ethanol). The product is [2,4,5-cis]-2-methyl-4-phenyl-1,3-dioxan-cis-5-yl, C(CCCCCC)(=O)O (heptanoic acid). Yield: 99.0%. Reaction SMILES: [C:1]([OH:9])(=[O:8])[CH:2]=[CH:3][CH2:4][CH2:5][CH2:6][CH3:7].[H][H]>C(O)C.[Pd]>[C:1]([OH:9])(=[O:8])[CH2:2][CH2:3][CH2:4][CH2:5][CH2:6][CH3:7]. Reported procedure: A solution of 5(Z)-7- [2,4,5-cis]-2-methyl-4-phenyl-1,3-dioxan-cis-5-yl)heptenoic acid (500 mg.) in absolute ethanol (10 ml.) containing 5% w/w palladium on charcoal catalyst (100 mg.) was stirred under an atmospheric pressure of hydrogen for 3 hours. The catalyst was separated by filtration through kieselguhr and the filtrate was evaporated to give 5(Z) 7- [2,4,5-cis]-2-methyl-4-phenyl-1,3-dioxan-cis-5-yl)heptanoic acid as a colourless oil in 99% yield; NMR: 0.8-1.8 (14H,m), 2.2 (2H,t,J=8 Hz), ... The reactants are [BH-](OC(=O)C)(OC(=O)C)OC(=O)C.[Na+] (NaBH(OAc)3), NC1=CC=C(C=C1)[C@@H]1N(CCC[C@@H]1C(=O)OCC)C(C1=C(C=CC=C1C)F)=O (ethyl (2R,3S)-2-(4-aminophenyl)-1-(2-fluoro-6-methylbenzoyl)piperidine-3-carboxylate), C1(CCCC1)=O (cyclopentanone). Solvent: ClC(C)Cl (dichloroethane). Reaction conditions: temperature 45 celsius. Yields the product C1(CCCC1)NC1=CC=C(C=C1)[C@@H]1N(CCC[C@@H]1C(=O)OCC)C(C1=C(C=CC=C1C)F)=O (ethyl (2R,3S)-2-[4-(cyclopentylamino)phenyl]-1-(2-fluoro-6-methylbenzoyl)piperidine-3-carboxylate). The yield is 90.2%. As a reaction SMILES: [BH-](OC(C)=O)(OC(C)=O)OC(C)=O.[Na+].[NH2:15][C:16]1[CH:21]=[CH:20][C:19]([C@H:22]2[C@@H:27]([C:28]([O:30][CH2:31][CH3:32])=[O:29])[CH2:26][CH2:25][CH2:24][N:23]2[C:33](=[O:42])[C:34]2[C:39]([CH3:40])=[CH:38][CH:37]=[CH:36][C:35]=2[F:41])=[CH:18][CH:17]=1.[C:43]1(=O)[CH2:47][CH2:46][CH2:45][CH2:44]1>ClC(Cl)C>[CH:43]1([NH:15][C:16]2[CH:21]=[CH:20][C:19]([C@H:22]3[C@@H:27]([C:28]([O:30][CH2:31][CH3:32])=[O:29])[CH2:26][CH2:25][CH2:24][N:23]3[C:33](=[O:42])[C:34]3[C:39]([CH3:40])=[CH:38][CH:37]=[CH:36][C:35]=3[F:41])=[CH:18][CH:17]=2)[CH2:47][CH2:46][CH2:45][CH2:44]1 |f:0.1|. Procedure: Step c) NaBH(OAc)3 (14.12 g, 66.60 mmol) was added to a solution of ethyl (2R,3S)-2-(4-aminophenyl)-1-(2-fluoro-6-methylbenzoyl)piperidine-3-carboxylate (16 g, 41.65 mmol), and cyclopentanone (10.51 g, 125 mmol) in dry dichloroethane (200 mL) at rt. The reaction mixture was heated to 45° C. for 3 h, cooled to rt, quenched with saturated aqueous NaHCO3 solution, extracted with dichloromethane, dried and concentrated in vacuo. The residue was purified by flash chromatography (SiO2, ethyl acetate/h... The reactants are N1N=CN=C1 (1,2,4-triazole), ClC=1N=C(C2=C(N1)SC=C2C)NCC2=CC1=C(C=C2)OCO1 (2-chloro-5-methyl-4-(3,4-methylenedioxybenzylamino)-thieno-[2,3-d]-pyrimidine). The product is N1(N=CN=C1)C=1N=C(C2=C(N1)SC=C2C)NCC2=CC1=C(C=C2)OCO1 (2-(1,2,4-triazol-1-yl)-5-methyl-4-(3,4-methylenedioxybenzylamino)-thieno-[2,3-d]-pyrimidine). RXN SMILES: [NH:1]1[CH:5]=[N:4][CH:3]=[N:2]1.Cl[C:7]1[N:8]=[C:9]([NH:17][CH2:18][C:19]2[CH:24]=[CH:23][C:22]3[O:25][CH2:26][O:27][C:21]=3[CH:20]=2)[C:10]2[C:15]([CH3:16])=[CH:14][S:13][C:11]=2[N:12]=1>>[N:1]1([C:7]2[N:8]=[C:9]([NH:17][CH2:18][C:19]3[CH:24]=[CH:23][C:22]4[O:25][CH2:26][O:27][C:21]=4[CH:20]=3)[C:10]3[C:15]([CH3:16])=[CH:14][S:13][C:11]=3[N:12]=2)[CH:5]=[N:4][CH:3]=[N:2]1. Procedure details: Following the procedure of Example 97, the reaction of 1,2,4-triazole with 2-chloro-5-methyl-4-(3,4-methylenedioxybenzylamino)-thieno-[2,3-d]-pyrimidine gives 2-(1,2,4-triazol-1-yl)-5-methyl-4-(3,4-methylenedioxybenzylamino)-thieno-[2,3-d]-pyrimidine.